This data is from the Open Reaction Database (ORD), a public repository of structured organic reaction records. The task is: describe an organic reaction: reactants, conditions, products, and yield Reactants: CC(C)C[Al+]CC(C)C, Cl, COC(=O)c1cnoc1-c1ccc(F)cc1, [H-], C1CCOC1. The product is OCc1cnoc1-c1ccc(F)cc1. RXN SMILES: [CH2:18]([Al+:19][CH2:20][CH:21]([CH3:22])[CH3:23])[CH:24]([CH3:25])[CH3:26].[ClH:27].[F:1][c:2]1[cH:3][cH:4][c:5](-[c:8]2[c:9]([C:13](=[O:14])[O:15][CH3:16])[cH:10][n:11][o:12]2)[cH:6][cH:7]1.[H-:17].[O:28]1[CH2:29][CH2:30][CH2:31][CH2:32]1>>[F:1][c:2]1[cH:3][cH:4][c:5](-[c:8]2[c:9]([CH2:13][OH:14])[cH:10][n:11][o:12]2)[cH:6][cH:7]1. Starting materials: C(C)(C)N(CC)C(C)C (N,N-Diisopropyl-N-ethylamine), O=C1[C@@H](N2C([C@H]([C@H]2C1)C(C)(OC(=O)OCC1=CC=C(C=C1)[N+](=O)[O-])C)=O)C(=O)OCC1=CC=C(C=C1)[N+](=O)[O-] (4-nitrobenzyl (2R,5R,6R)-3,7-dioxo-6-[1-methyl-1-(4-nitrobenzyloxycarbonyloxy)ethyl]-1-azabicyclo[3.2.0]heptane-2-carboxylate), FC(S(=O)(=O)OS(=O)(=O)C(F)(F)F)(F)F (trifluoromethanesulfonic anhydride), C(C)(C)N(CC)C(C)C (N,N-diisopropyl-N-ethylamine), CC1=NN=C(S1)S (5-methyl-1,3,4-thiadiazole-2-thiol). Reagents/catalysts: CN(C)C1=CC=NC=C1 (4-(N,N-dimethylamino)pyridine). Solvent: C(Cl)Cl (methylene chloride), C(Cl)Cl (methylene chloride), CN(C=O)C (N,N-dimethylformamide). Run at temperature -30 celsius, time 30 minute. Product: CC(C)(OC(=O)OCC1=CC=C(C=C1)[N+](=O)[O-])[C@H]1[C@H]2CC(=C(N2C1=O)C(=O)OCC1=CC=C(C=C1)[N+](=O)[O-])SC=1SC(=NN1)C (4-nitrobenzyl (5R,6R)-6-[1-methyl-1-(4-nitrobenzyloxycarbonyloxy)ethyl]-3-(5-methyl-1,3,4-thiadiazol-2-ylthio)-7-oxo-1-azabicyclo[3.2.0]hept-2-ene-2-carboxylate). Yield: 85.1%. As a reaction SMILES: C(N(C(C)C)CC)(C)C.O=[C:11]1[CH2:17][C@H:16]2[N:13]([C:14](=[O:35])[C@H:15]2[C:18]([CH3:34])([O:20][C:21]([O:23][CH2:24][C:25]2[CH:30]=[CH:29][C:28]([N+:31]([O-:33])=[O:32])=[CH:27][CH:26]=2)=[O:22])[CH3:19])[C@H:12]1[C:36]([O:38][CH2:39][C:40]1[CH:45]=[CH:44][C:43]([N+:46]([O-:48])=[O:47])=[CH:42][CH:41]=1)=[O:37].FC(F)(F)S(OS(C(F)(F)F)(=O)=O)(=O)=O.[CH3:64][C:65]1[S:69][C:68]([SH:70])=[N:67][N:66]=1>CN(C1C=CN=CC=1)C.C(Cl)Cl.CN(C)C=O>[CH3:34][C:18]([C@@H:15]1[C:14](=[O:35])[N:13]2[C@@H:16]1[CH2:17][C:11]([S:70][C:68]1[S:69][C:65]([CH3:64])=[N:66][N:67]=1)=[C:12]2[C:36]([O:38][CH2:39][C:40]1[CH:41]=[CH:42][C:43]([N+:46]([O-:48])=[O:47])=[CH:44][CH:45]=1)=[O:37])([O:20][C:21]([O:23][CH2:24][C:25]1[CH:26]=[CH:27][C:28]([N+:31]([O-:33])=[O:32])=[CH:29][CH:30]=1)=[O:22])[CH3:19]. Procedure details: N,N-Diisopropyl-N-ethylamine (0.309 ml) was added to a solution of 4-nitrobenzyl (2R,5R,6R)-3,7-dioxo-6-[1-methyl-1-(4-nitrobenzyloxycarbonyloxy)ethyl]-1-azabicyclo[3.2.0]heptane-2-carboxylate (800 mg) and 4-(N,N-dimethylamino)pyridine (18 mg) in methylene chloride (40 ml) at -30° C. To this mixture was added a solution of trifluoromethanesulfonic anhydride (0.261 ml) in methylene chloride (2.35 ml). After the mixture was stirred at -30° C. for 30 minutes, to the reaction mixture was added N,N-d... RXN SMILES: [NH2:1][C:2]1[N:7]=[CH:6][C:5]([C:8]2[CH:13]=[CH:12][C:11]([C:14]3[N:15]([C:32]4[CH:37]=[CH:36][C:35]([Cl:38])=[CH:34][CH:33]=4)[C:16](=[O:31])[C:17]4[CH:22]=[N:21][N:20]([C:23]5[CH:24]=[C:25]([CH:28]=[CH:29][CH:30]=5)[C:26]#[N:27])[C:18]=4[N:19]=3)=[CH:10][CH:9]=2)=[CH:4][CH:3]=1.[N-:39]=[N+:40]=[N-:41].[Na+].[Cl-].[NH4+]>CN(C)C=O>[NH2:1][C:2]1[N:7]=[CH:6][C:5]([C:8]2[CH:9]=[CH:10][C:11]([C:14]3[N:15]([C:32]4[CH:33]=[CH:34][C:35]([Cl:38])=[CH:36][CH:37]=4)[C:16](=[O:31])[C:17]4[CH:22]=[N:21][N:20]([C:23]5[CH:30]=[CH:29][CH:28]=[C:25]([C:26]6[NH:41][N:40]=[N:39][N:27]=6)[CH:24]=5)[C:18]=4[N:19]=3)=[CH:12][CH:13]=2)=[CH:4][CH:3]=1 |f:1.2,3.4|. Reported procedure: To a solution of 3-[6-[4-(5-amino-pyridin-2-yl)-phenyl]-5-(4-chloro-phenyl)-4-oxo-4,5-dihydro-pyrazolo[3,4-d]pyrimidin-1-yl]-benzonitrile (prepared as described in example 28, 0.375 g, 0.726 mmol) in N,N-dimethylformamide (7 mL), sodium azide (0.236 g, 3.63 mmol), ammonium chloride (0.19 g, 3.63 mmol) are added. The reaction mixture is then heated at 90° C. for 14 h. The reaction mixture is concentrated to a dry residue. It is purified by column chromatography to afford 6-[4-(6-amino-pyridin-3-y... Reactants: NC1=CC=C(C=N1)C1=CC=C(C=C1)C=1N(C(C2=C(N1)N(N=C2)C=2C=C(C#N)C=CC2)=O)C2=CC=C(C=C2)Cl (3-[6-[4-(6-amino-pyridin-3-yl)-phenyl]-5-(4-chloro-phenyl)-4-oxo-4,5-dihydro-pyrazolo[3,4-d]pyrimidin-1-yl]-benzonitrile), [N-]=[N+]=[N-].[Na+] (sodium azide), [Cl-].[NH4+] (ammonium chloride). Solvent: CN(C=O)C (N,N-dimethylformamide). Reaction conditions: temperature 90 celsius. Product: NC1=CC=C(C=N1)C1=CC=C(C=C1)C=1N(C(C2=C(N1)N(N=C2)C2=CC(=CC=C2)C2=NN=NN2)=O)C2=CC=C(C=C2)Cl (6-[4-(6-amino-pyridin-3-yl)-phenyl]-5-(4-chloro-phenyl)-1-[3-(1H-tetrazol-5-yl)-phenyl]-1,5-dihydro-pyrazolo[3,4-d]pyrimidin-4-one). The reactants are O[C@@H]1[C@H](CCCC1)N1C(C=2C=C(C3=C(C2C1)C=CC=C3)CC=3C=NC(=CC3)SC)=O (2-[(1S,2S)-2-hydroxycyclohexyl]-5-{[6-(methylthio)pyridine-3-yl]methyl}-1,2-dihydro-3H-benzo[e]isoindol-3-one), BrC=1C2=C(C=3CN(C(C3C1)=O)[C@@H]1[C@H](CCCC1)O)C=CC=C2 (5-bromo-2-[(1S,2S)-2-hydroxycyclohexyl]-1,2-dihydro-3H-benzo[e]isoindol-3-one), CSC1=NC=C(C(=O)OC)C=C1 (methyl 6-(methylthio)nicotinate). Product: C(C1=CC=CC=C1)OC1=CC=C(C=N1)C(=O)OC (methyl 6-(benzyloxy)pyridine-3-carboxylate). As a reaction SMILES: O[C@H]1CCCC[C@@H]1N1C[C:15]2[C:14]3C=CC=C[C:13]=3[C:12](CC3C=NC(SC)=CC=3)=[CH:11][C:10]=2[C:9]1=[O:30].BrC1C2C=CC=CC=2C2CN([C@H]3CCCC[C@@H]3O)C(=O)C=2C=1.CS[C:55]1[CH:64]=[CH:63][C:58]([C:59]([O:61][CH3:62])=[O:60])=[CH:57][N:56]=1>>[CH2:9]([O:30][C:55]1[N:56]=[CH:57][C:58]([C:59]([O:61][CH3:62])=[O:60])=[CH:63][CH:64]=1)[C:10]1[CH:15]=[CH:14][CH:13]=[CH:12][CH:11]=1. Reported procedure: The title compound was prepared employing the procedures described for the construction of 2-[(1S,2S)-2-hydroxycyclohexyl]-5-{[6-(methylthio)pyridine-3-yl]methyl}-1,2-dihydro-3H-benzo[e]isoindol-3-one in Example 10, substituting 5-bromo-8-[(1S,2S)-2-hydroxycyclohexyl]-8,9-dihydro-7H-pyrrolo[3,4-h]quinolin-7-one for 5-bromo-2-[(1S,2S)-2-hydroxycyclohexyl]-1,2-dihydro-3H-benzo[e]isoindol-3-one, and substituting methyl 6-(benzyloxy)pyridine-3-carboxylate for methyl 6-(methylthio)nicotinate. The res... Starting materials: CCOC(=O)c1nc(NC2CCCCC2NC(=O)OC(C)(C)C)c2cc(OC)ccc2n1, CO, [K+], [Na+], [OH-], O=S(=O)([O-])O. Product: COc1ccc2nc(C(=O)O)nc(NC3CCCCC3NC(=O)OC(C)(C)C)c2c1. As a reaction SMILES: [C:1]([CH3:2])([CH3:3])([CH3:4])[O:5][C:6](=[O:7])[NH:8][CH:9]1[CH:10]([NH:15][c:16]2[n:17][c:18]([C:28](=[O:29])[O:30][CH2:31][CH3:32])[n:19][c:20]3[cH:21][cH:22][c:23]([O:26][CH3:27])[cH:24][c:25]23)[CH2:11][CH2:12][CH2:13][CH2:14]1.[CH3:41][OH:42].[K+:40].[Na+:34].[OH-:33].[S:35]([O-:36])([OH:37])(=[O:38])=[O:39]>>[C:1]([CH3:2])([CH3:3])([CH3:4])[O:5][C:6](=[O:7])[NH:8][CH:9]1[CH:10]([NH:15][c:16]2[n:17][c:18]([C:28](=[O:29])[OH:30])[n:19][c:20]3[cH:21][cH:22][c:23]([O:26][CH3:27])[cH:24][c:25]23)[CH2:11][CH2:12][CH2:13][CH2:14]1. Starting materials: BrCCc1c[nH]c2ccccc12, CN1CCNCC1, ClC(Cl)Cl. Product: CN1CCN(CCc2c[nH]c3ccccc23)CC1. RXN SMILES: [Br:1][CH2:2][CH2:3][c:4]1[cH:5][nH:6][c:7]2[cH:8][cH:9][cH:10][cH:11][c:12]12.[CH3:13][N:14]1[CH2:15][CH2:16][NH:17][CH2:18][CH2:19]1.[Cl:20][CH:21]([Cl:22])[Cl:23]>>[CH2:2]([CH2:3][c:4]1[cH:5][nH:6][c:7]2[cH:8][cH:9][cH:10][cH:11][c:12]12)[N:17]1[CH2:16][CH2:15][N:14]([CH3:13])[CH2:19][CH2:18]1.